Dataset: the Open Reaction Database (ORD), a public repository of structured organic reaction records. Task: describe an organic reaction: reactants, conditions, products, and yield The reactants are C1(=CC=CC=C1)OC(OC(C=1N=CN(C1)C(C1=CC=CC=C1)(C1=CC=CC=C1)C1=CC=CC=C1)C=1C=CC(=NC1)N1C(C=CC(=C1)Cl)=O)=S (Thiocarbonic acid O-[(5-chloro-2-oxo-2H-[1,2']bipyridinyl-5'-yl)-(1-trityl-1H-imidazol-4-yl)-methyl] ester O-phenyl ester), C(CCC)[SnH](CCCC)CCCC (tributyl tin hydride), CC(C)(C#N)N=NC(C)(C)C#N (AIBN). The solvent is C1=CC=CC=C1 (benzene). Run at temperature 80 celsius. Product: ClC=1C=CC(N(C1)C1=NC=C(C=C1)CC=1N=CN(C1)C(C1=CC=CC=C1)(C1=CC=CC=C1)C1=CC=CC=C1)=O (5-chloro-5'-(1-trityl-1H-imidazol-4-ylmethyl)-[1,2']bipyridinyl-2-one). As a reaction SMILES: C1(OC(=S)O[CH:10]([C:35]2[CH:36]=[CH:37][C:38]([N:41]3[CH:46]=[C:45]([Cl:47])[CH:44]=[CH:43][C:42]3=[O:48])=[N:39][CH:40]=2)[C:11]2[N:12]=[CH:13][N:14]([C:16]([C:29]3[CH:34]=[CH:33][CH:32]=[CH:31][CH:30]=3)([C:23]3[CH:28]=[CH:27][CH:26]=[CH:25][CH:24]=3)[C:17]3[CH:22]=[CH:21][CH:20]=[CH:19][CH:18]=3)[CH:15]=2)C=CC=CC=1.C([SnH](CCCC)CCCC)CCC.CC(N=NC(C#N)(C)C)(C#N)C>C1C=CC=CC=1>[Cl:47][C:45]1[CH:44]=[CH:43][C:42](=[O:48])[N:41]([C:38]2[CH:37]=[CH:36][C:35]([CH2:10][C:11]3[N:12]=[CH:13][N:14]([C:16]([C:17]4[CH:22]=[CH:21][CH:20]=[CH:19][CH:18]=4)([C:29]4[CH:30]=[CH:31][CH:32]=[CH:33][CH:34]=4)[C:23]4[CH:28]=[CH:27][CH:26]=[CH:25][CH:24]=4)[CH:15]=3)=[CH:40][N:39]=2)[CH:46]=1. Procedure: To a solution of the thiocarbonate from Step 4 (0.263 g, 0.386 mmol) in benzene (3 ml) at room temperature was added tributyl tin hydride (0.159 ml, 3.74 mmol) and AIBN (0.012 g, 0.50 mmol) and the mixture was heated at 80° C. for 3 hrs. The solvent was evaporated in vacuo. The residue was chromatographed (silica gel, MeOH: CH2Cl2 2:98 to 4:96 gradient elution) to afford the title compound. Reactants: OC=1C(=C2CCC(OC2=C(C1C)C)(C(=O)O)C)C (6-hydroxy-2,5,7,8-tetramethylchroman-2-carboxylic acid), C1=CN(C=N1)C(=O)N2C=CN=C2 (CDI), NCCCN1C=NC=C1 (1-(3-aminopropyl)imidazole). The solvent is C1CCOC1 (THF), C1CCOC1 (THF). Run at time 1.25 hour. The product is N1(C=NC=C1)CCCNC(=O)C1(OC2=C(C(=C(C(=C2CC1)C)O)C)C)C (N-(3-(1H-imidazol-1-yl)propyl)-6-hydroxy-2,5,7,8-tetramethylchroman-2-carboxamide). Isolated yield 73.3%. RXN SMILES: [OH:1][C:2]1[C:3]([CH3:18])=[C:4]2[C:9](=[C:10]([CH3:13])[C:11]=1[CH3:12])[O:8][C:7]([CH3:17])([C:14]([OH:16])=O)[CH2:6][CH2:5]2.C1N=CN(C(N2C=NC=C2)=O)C=1.[NH2:31][CH2:32][CH2:33][CH2:34][N:35]1[CH:39]=[CH:38][N:37]=[CH:36]1>C1COCC1>[N:35]1([CH2:34][CH2:33][CH2:32][NH:31][C:14]([C:7]2([CH3:17])[CH2:6][CH2:5][C:4]3[C:9](=[C:10]([CH3:13])[C:11]([CH3:12])=[C:2]([OH:1])[C:3]=3[CH3:18])[O:8]2)=[O:16])[CH:39]=[CH:38][N:37]=[CH:36]1. Procedure details: A solution of 6-hydroxy-2,5,7,8-tetramethylchroman-2-carboxylic acid (500 mg, 2.00 mmol) in 10 mL THF was treated with 358 mg CDI and stirred for 1.25 h at room temperature. To this clear yellow solution was added a solution of 278 mg 1-(3-aminopropyl)imidazole in 10 mL THF over 1 h. The solution was stirred overnight at room temperature, concentrated to a pale brown oil, dissolved into 70 mL CH2Cl2, washed 1×50 mL saturated NaCl, and dried over Na2SO4. The organic layers were concentrated and f... The reactants are ClC1=C(C=CC=C1)C1=C(C=C(C(N1)=O)C(=O)O)C1=CC=C(C=C1)Cl (6-(2-Chlorophenyl)-5-(4-chlorophenyl)-2-oxo-1,2-dihydropyridine-3-carboxylic acid), S(O)(O)(=O)=O (sulfuric acid), CO (methanol). The product is ClC1=C(C=CC=C1)C1=C(C=C(C(N1)=O)C(=O)OC)C1=CC=C(C=C1)Cl (Methyl 6-(2-chlorophenyl)-5-(4-chlorophenyl)-2-oxo-1,2-dihydropyridine-3-carboxylate). As a reaction SMILES: [Cl:1][C:2]1[CH:7]=[CH:6][CH:5]=[CH:4][C:3]=1[C:8]1[NH:13][C:12](=[O:14])[C:11]([C:15]([OH:17])=[O:16])=[CH:10][C:9]=1[C:18]1[CH:23]=[CH:22][C:21]([Cl:24])=[CH:20][CH:19]=1.S(=O)(=O)(O)O.[CH3:30]O>>[Cl:1][C:2]1[CH:7]=[CH:6][CH:5]=[CH:4][C:3]=1[C:8]1[NH:13][C:12](=[O:14])[C:11]([C:15]([O:17][CH3:30])=[O:16])=[CH:10][C:9]=1[C:18]1[CH:23]=[CH:22][C:21]([Cl:24])=[CH:20][CH:19]=1. Reported procedure: A 250 mL rb flask equipped with a magnetic stir bar was charged with 6.68 g (19.0 mmol) of the product of Step A, 100 mL methanol, 3 mL of concentrated sulfuric acid and the suspension was refluxed overnight. The resulting clear solution was then cooled to room temperature and evaporated. The residue was partitioned between EtOAc and 5% aqueous Na2CO3 and separated. The organic layer was washed with water, brine, dried (MgSO4), filtered and evaporated to afford the title compound.